Dataset: the Open Reaction Database (ORD), a public repository of structured organic reaction records. Task: describe an organic reaction: reactants, conditions, products, and yield Starting materials: C(C)OCC(=O)O (ethoxyacetic acid), C(CCC)C1=CC(=C(C=C1)N)N (4-butyl-1,2-phenylene-diamine). The solvent is C(C)(=O)OCC (ethyl acetate). Product: C(C)OCC=1NC2=C(N1)C=CC(=C2)CCCC (2-ethoxymethyl-5-butyl-benzimidazole). Reaction SMILES: [CH2:1]([O:3][CH2:4][C:5](O)=O)[CH3:2].[CH2:8]([C:12]1[CH:17]=[CH:16][C:15]([NH2:18])=[C:14]([NH2:19])[CH:13]=1)[CH2:9][CH2:10][CH3:11]>C(OCC)(=O)C>[CH2:1]([O:3][CH2:4][C:5]1[NH:19][C:14]2[CH:13]=[C:12]([CH2:8][CH2:9][CH2:10][CH3:11])[CH:17]=[CH:16][C:15]=2[N:18]=1)[CH3:2]. Reported procedure: 20.8 g of ethoxyacetic acid are added to 23 g of crude 4-butyl-1,2-phenylene-diamine and the mixture is heated at 130° for 90 minutes. It is allowed to cool and is taken up in ethyl acetate, washed with sodium bicarbonate solution and then three times with water, dried over sodium sulphate and filtered and the filtrate is evaporated to dryness under reduced pressure. The residue is chromatographed on 600 g of silica gel using chloroform as the solvent. After a small initial fraction, 2-ethoxymet... Reactants: C1CCOC1, Nc1cccc(-c2nn3ccccc3c2-c2ccnc(Nc3cccc(-c4cnco4)c3)n2)c1, O=C(Cl)Cc1cccs1. Yields the product O=C(Cc1cccs1)Nc1cccc(-c2nn3ccccc3c2-c2ccnc(Nc3cccc(-c4cnco4)c3)n2)c1. Reaction SMILES: [CH2:44]1[O:45][CH2:46][CH2:47][CH2:48]1.[NH2:1][c:2]1[cH:3][c:4](-[c:8]2[n:9][n:10]3[c:11]([cH:12][cH:13][cH:14][cH:15]3)[c:16]2-[c:17]2[n:18][c:19]([NH:23][c:24]3[cH:25][c:26](-[c:30]4[cH:31][n:32][cH:33][o:34]4)[cH:27][cH:28][cH:29]3)[n:20][cH:21][cH:22]2)[cH:5][cH:6][cH:7]1.[s:35]1[c:36]([CH2:40][C:41](=[O:42])[Cl:43])[cH:37][cH:38][cH:39]1>>[NH:1]([c:2]1[cH:3][c:4](-[c:8]2[n:9][n:10]3[c:11]([cH:12][cH:13][cH:14][cH:15]3)[c:16]2-[c:17]2[n:18][c:19]([NH:23][c:24]3[cH:25][c:26](-[c:30]4[cH:31][n:32][cH:33][o:34]4)[cH:27][cH:28][cH:29]3)[n:20][cH:21][cH:22]2)[cH:5][cH:6][cH:7]1)[C:41]([CH2:40][c:36]1[s:35][cH:39][cH:38][cH:37]1)=[O:42].